From a dataset of the Open Reaction Database (ORD), a public repository of structured organic reaction records. describe an organic reaction: reactants, conditions, products, and yield The reactants are N(=[N+]=[N-])[C@H]1C[C@@H](O[C@@H]1CO)N1C(N=CC(=C1)C)=O (1-(3-Azido-2,3-dideoxy-β-D-erythro-pentofuranosyl)-5-methyl-2(1H)-pyrimidinone), C(CCCCCCCCCCCCCCC)(=O)Cl (palmitoyl chloride). Run in N1=CC=CC=C1 (pyridine). Reaction conditions: time 2 hour. The product is N(=[N+]=[N-])[C@H]1C[C@@H](O[C@@H]1COC(CCCCCCCCCCCCCCC)=O)N1C(N=CC(=C1)C)=O (1-(3-Azido-2,3-dideoxy-5-O-hexadecanoyl-β-D-erythro-pentofuranosyl)-5-methyl-2(1H)-pyrimidinone). Yield: 29.0%. As a reaction SMILES: [N:1]([C@@H:4]1[C@@H:8]([CH2:9][OH:10])[O:7][C@@H:6]([N:11]2[CH:16]=[C:15]([CH3:17])[CH:14]=[N:13][C:12]2=[O:18])[CH2:5]1)=[N+:2]=[N-:3].[C:19](Cl)(=[O:35])[CH2:20][CH2:21][CH2:22][CH2:23][CH2:24][CH2:25][CH2:26][CH2:27][CH2:28][CH2:29][CH2:30][CH2:31][CH2:32][CH2:33][CH3:34]>N1C=CC=CC=1>[N:1]([C@@H:4]1[C@@H:8]([CH2:9][O:10][C:19](=[O:35])[CH2:20][CH2:21][CH2:22][CH2:23][CH2:24][CH2:25][CH2:26][CH2:27][CH2:28][CH2:29][CH2:30][CH2:31][CH2:32][CH2:33][CH3:34])[O:7][C@@H:6]([N:11]2[CH:16]=[C:15]([CH3:17])[CH:14]=[N:13][C:12]2=[O:18])[CH2:5]1)=[N+:2]=[N-:3]. Procedure details: 1-(3-Azido-2,3-dideoxy-β-D-erythro-pentofuranosyl)-5-methyl-2(1H)-pyrimidinone (0.25 g, 1 mMol) was dissolved in 11 mL anhydrous pyridine at 0° C. under a nitrogen atmosphere. Freshly distilled palmitoyl chloride (2.5 mL) was added all at once and the reaction stirred for 2 hrs. The solvents were evaporated away and the residue applied to a silica gel column eluted with 1:6 EtOAc/hexane (v/v). Appropriate fractions were combined and evaporated to give the title compound 0.14 g (0.29 mMol; 29%); ... Reactants: O=C([O-])[O-], Cc1ccccc1, Clc1nccc(-c2ccc(OCCN3CCOCC3)cc2)n1, Cl, [Cs+], [Cs+], COC(=O)c1ccc(CN)cc1, O=C(C=Cc1ccccc1)C=Cc1ccccc1, O=C(C=Cc1ccccc1)C=Cc1ccccc1, O=C(C=Cc1ccccc1)C=Cc1ccccc1, [Pd], [Pd]. Yields the product COC(=O)c1ccc(CNc2nccc(-c3ccc(OCCN4CCOCC4)cc3)n2)cc1. Reaction SMILES: [C:36](=[O:37])([O-:38])[O-:39].[CH3:42][c:43]1[cH:44][cH:45][cH:46][cH:47][cH:48]1.[Cl:1][c:2]1[n:3][cH:4][cH:5][c:6](-[c:8]2[cH:9][cH:10][c:11]([O:12][CH2:13][CH2:14][N:15]3[CH2:16][CH2:17][O:18][CH2:19][CH2:20]3)[cH:21][cH:22]2)[n:7]1.[ClH:23].[Cs+:40].[Cs+:41].[NH2:24][CH2:25][c:26]1[cH:27][cH:28][c:29]([C:30](=[O:31])[O:32][CH3:33])[cH:34][cH:35]1.[O:51]=[C:52]([CH:53]=[CH:54][c:55]1[cH:56][cH:57][cH:58][cH:59][cH:60]1)[CH:61]=[CH:62][c:63]1[cH:64][cH:65][cH:66][cH:67][cH:68]1.[O:69]=[C:70]([CH:71]=[CH:72][c:73]1[cH:74][cH:75][cH:76][cH:77][cH:78]1)[CH:79]=[CH:80][c:81]1[cH:82][cH:83][cH:84][cH:85][cH:86]1.[O:87]=[C:88]([CH:89]=[CH:90][c:91]1[cH:92][cH:93][cH:94][cH:95][cH:96]1)[CH:97]=[CH:98][c:99]1[cH:100][cH:101][cH:102][cH:103][cH:104]1.[Pd:49].[Pd:50]>>[c:2]1([NH:24][CH2:25][c:26]2[cH:27][cH:28][c:29]([C:30](=[O:31])[O:32][CH3:33])[cH:34][cH:35]2)[n:3][cH:4][cH:5][c:6](-[c:8]2[cH:9][cH:10][c:11]([O:12][CH2:13][CH2:14][N:15]3[CH2:16][CH2:17][O:18][CH2:19][CH2:20]3)[cH:21][cH:22]2)[n:7]1. Starting materials: nitrile, C(C1=CC=C(C#N)C=C1)#N (terephthalonitrile), P(=O)([O-])([O-])[O-] (phosphate). Product: C(#N)C1=CC=C(C(=O)N)C=C1 (p-cyanobenzoic acid amide). Reaction SMILES: [C:1](#[N:10])[C:2]1[CH:9]=[CH:8][C:5]([C:6]#[N:7])=[CH:4][CH:3]=1.P([O-])([O-])([O-])=[O:12]>>[C:6]([C:5]1[CH:8]=[CH:9][C:2]([C:1]([NH2:10])=[O:12])=[CH:3][CH:4]=1)#[N:7]. Reported procedure: The nitrile hydratase activity was measured as follows. The cells (about 1 g by wet mass) were added to a reaction solution obtained by suspending from 1 to 10 mass % of terephthalonitrile (TPN) as a substrate in 10 ml of 20 mM phosphate buffer solution (pH: 7.0) and reacted at 30° C. while shaking, and the p-cyanobenzoic acid amide produced in the reaction solution was quantitated by HPLC at fixed intervals. The solid matter was removed from the reaction solution by centrifugation, and the supe... Reactants: COC[C@@H](CC)NC1=NC=NC(=C1N)C=1C(=NC(=CC1)OC)C ((R)-N4-(1-Methoxymethyl-propyl)-6-(6-methoxy-2-methyl-pyridin-3-yl)-pyrimidine-4,5-diamine), C(C(=O)C)(=O)OCC (ethyl pyruvate). Solvent: C(C)O (ethanol). Reaction conditions: time 18 hour. Yields the product COC[C@@H](CC)N1C(C(=NC=2C(=NC=NC12)C=1C(=NC(=CC1)OC)C)C)=O ((R)-8-(1-methoxymethyl-propyl)-4-(6-methoxy-2-methyl-pyridin-3-yl)-6-methyl-8H-pteridin-7-one). Reaction SMILES: [CH3:1][O:2][CH2:3][C@H:4]([NH:7][C:8]1[C:13]([NH2:14])=[C:12]([C:15]2[C:16]([CH3:23])=[N:17][C:18]([O:21][CH3:22])=[CH:19][CH:20]=2)[N:11]=[CH:10][N:9]=1)[CH2:5][CH3:6].[C:24](OCC)(=[O:28])[C:25]([CH3:27])=O>C(O)C>[CH3:1][O:2][CH2:3][C@H:4]([N:7]1[C:8]2[N:9]=[CH:10][N:11]=[C:12]([C:15]3[C:16]([CH3:23])=[N:17][C:18]([O:21][CH3:22])=[CH:19][CH:20]=3)[C:13]=2[N:14]=[C:25]([CH3:27])[C:24]1=[O:28])[CH2:5][CH3:6]. Procedure: (R)-N4-(1-Methoxymethyl-propyl)-6-(6-methoxy-2-methyl-pyridin-3-yl)-pyrimidine-4,5-diamine (0.2 g, 0.63 mmol) was diluted in ethanol (7 ml) and ethyl pyruvate was added (0.70 ml, 6.3 mmol). The mixture was stirred for 18 hours at which time the solution was concentrated. After concentrating the solution the product was purified by reverse phase HPLC to yield 4.0 mg of (R)-8-(1-methoxymethyl-propyl)-4-(6-methoxy-2-methyl-pyridin-3-yl)-6-methyl-8H-pteridin-7-one (Example 651a). 1H NMR (300 MHz, CD... Yield: 8.0%. Product: ClC1=C(C=CC=C1)CNCCN1C=NC(=C1)C1=NC=CC(=C1)C(=O)O (2-[1-[2-[(2-chlorophenyl)methylamino]ethyl]imidazol-4-yl]pyridine-4-carboxylic acid). Reactants: CS(=O)(=O)OCCN1C=NC(=C1)C1=NC=CC(=C1)C(=O)OC (methyl 2-(1-{2-[(methylsulfonyl)oxy]ethyl}-1H-imidazol-4-yl)pyridine-4-carboxylate), ClC1=C(CN)C=CC=C1 (2-chlorobenzylamine). Reaction SMILES: CS(O[CH2:6][CH2:7][N:8]1[CH:12]=[C:11]([C:13]2[CH:18]=[C:17]([C:19]([O:21]C)=[O:20])[CH:16]=[CH:15][N:14]=2)[N:10]=[CH:9]1)(=O)=O.[Cl:23][C:24]1[CH:31]=[CH:30][CH:29]=[CH:28][C:25]=1[CH2:26][NH2:27]>>[Cl:23][C:24]1[CH:31]=[CH:30][CH:29]=[CH:28][C:25]=1[CH2:26][NH:27][CH2:6][CH2:7][N:8]1[CH:12]=[C:11]([C:13]2[CH:18]=[C:17]([C:19]([OH:21])=[O:20])[CH:16]=[CH:15][N:14]=2)[N:10]=[CH:9]1. Reported procedure: The title compound was prepared in 8% yield from methyl 2-(1-{2-[(methylsulfonyl)oxy]ethyl}-1H-imidazol-4-yl)pyridine-4-carboxylate (PREPARATION 6) and 2-chlorobenzylamine according to the procedure for the preparation of Example 58. 1HNMR (400 MHz, DMSO): δ 2.90 (2H, t, J=6.0 Hz), 3.80 (2H, s), 4.11 (2H, t, J=6.0 Hz), 7.23-7.27 (2H, m), 7.38 (1H, dd, J=4.5 and 1.5 Hz), 7.45 (1H, dd, J=4.6 and 2.2 Hz), 7.55 (1H, dd, J=3.2 and 1.5 Hz), 7.76 (1H, s), 7.81 (1H, s), 8.27 (1H, s), 8.56 (1H, d, J=5.0 ... The reactants are O=C1NC(=O)c2ccccc21, [K], Nc1nc2ccccc2c2c1nc(CCl)n2CC1(O)CCC1, CN(C)C=O. The product is Nc1nc2ccccc2c2c1nc(CN1C(=O)c3ccccc3C1=O)n2CC1(O)CCC1. As a reaction SMILES: [C:1]1(=[O:11])[c:2]2[c:3]([cH:7][cH:8][cH:9][cH:10]2)[C:4](=[O:6])[NH:5]1.[K:12].[NH2:13][c:14]1[n:15][c:16]2[cH:17][cH:18][cH:19][cH:20][c:21]2[c:22]2[c:23]1[n:24][c:25]([CH2:33][Cl:34])[n:26]2[CH2:27][C:28]1([OH:32])[CH2:29][CH2:30][CH2:31]1.[O:35]=[CH:36][N:37]([CH3:38])[CH3:39]>>[C:1]1(=[O:11])[c:2]2[c:3]([cH:7][cH:8][cH:9][cH:10]2)[C:4](=[O:6])[N:5]1[CH2:33][c:25]1[n:24][c:23]2[c:14]([NH2:13])[n:15][c:16]3[cH:17][cH:18][cH:19][cH:20][c:21]3[c:22]2[n:26]1[CH2:27][C:28]1([OH:32])[CH2:29][CH2:30][CH2:31]1. Starting materials: O=C[C@H](O)[C@@H](O)[C@H](O)[C@H](O)CO (D-glucose), [Ca] (calcium), O=C[C@H](O)[C@@H](O)[C@H](O)[C@H](O)CO (D-glucose), O=C([C@H](O)[C@@H](O)[C@H](O)[C@H](O)CO)O (D-gluconic acid). Yields the product O=C[C@@H](O)[C@H](O)[C@H](O)CO (D-arabinose). As a reaction SMILES: [O:1]=[CH:2][C@@H:3]([C@H:5]([C@@H:7]([C@@H:9](CO)[OH:10])[OH:8])[OH:6])[OH:4].O=C(O)[C@@H]([C@H]([C@@H]([C@@H](CO)O)O)O)O.[Ca]>>[O:1]=[CH:2][C@H:3]([C@@H:5]([C@@H:7]([CH2:9][OH:10])[OH:8])[OH:6])[OH:4]. Procedure: The aerobic fermentation of D-glucose may be replaced by a modification consisting of passing by oxidation of D-glucose into D-gluconic acid which, in the calcium salt form, can be decarboxylated by the so-called RUFF method to give D-arabinose, as described in U.S. Pat. No. 3,755,294. The D-arabinose is then hydrogenated in manner known in itself to produce D-arabitol. As a reaction SMILES: [ClH:28].[F:1][C:2]([CH:3]([OH:4])[c:5]1[cH:6][cH:7][c:8]([N:11]2[C:12](=[O:25])[C:13]3([CH2:14][CH2:15][C:16]4([O:17][CH2:20][CH2:19][O:18]4)[CH2:21][CH2:22]3)[CH2:23][CH2:24]2)[cH:9][cH:10]1)([F:26])[F:27].[O:29]1[CH2:30][CH2:31][CH2:32][CH2:33]1>>[F:1][C:2]([CH:3]([OH:4])[c:5]1[cH:6][cH:7][c:8]([N:11]2[C:12](=[O:25])[C:13]3([CH2:14][CH2:15][C:16](=[O:17])[CH2:21][CH2:22]3)[CH2:23][CH2:24]2)[cH:9][cH:10]1)([F:26])[F:27]. Reactants: Cl, O=C1N(c2ccc(C(O)C(F)(F)F)cc2)CCC12CCC1(CC2)OCCO1, C1CCOC1. Yields the product O=C1CCC2(CC1)CCN(c1ccc(C(O)C(F)(F)F)cc1)C2=O. The reactants are FC1=CC=C2C(=NNC2=C1)N1CCNCC1 (6-fluoro-3-(4-piperazinyl)-1H-indazole), C(=O)(O)[O-].[Na+] (NaHCO3), CC#N (CH3CN). Run in O (H2O). The product is FC1=CC=C2C(=NNC2=C1)N1CCN(CC1)CC#N ([4-(6-Fluoro-1H-indazol-3-yl)-1-piperazinyl]acetonitrile). The yield is 999.9%. Reaction SMILES: [F:1][C:2]1[CH:10]=[C:9]2[C:5]([C:6]([N:11]3[CH2:16][CH2:15][NH:14][CH2:13][CH2:12]3)=[N:7][NH:8]2)=[CH:4][CH:3]=1.C([O-])(O)=O.[Na+].[CH3:22][C:23]#[N:24]>O>[F:1][C:2]1[CH:10]=[C:9]2[C:5]([C:6]([N:11]3[CH2:12][CH2:13][N:14]([CH2:22][C:23]#[N:24])[CH2:15][CH2:16]3)=[N:7][NH:8]2)=[CH:4][CH:3]=1 |f:1.2|. Reported procedure: A mixture of 6-fluoro-3-(4-piperazinyl)-1H-indazole (6.0 g, 2.7 mmol), NaHCO3 (2.5 g, 3.0 mmol) chloroacetonitrile (2.5 g, 3.3 mmol) and CH3CN (150 mol) was stirred at reflux under N2 for 18 hours. The cooled reaction was poured into H2O and the aqueous solution was extracted with EtOAc. The EtOAc extract was washed with H2O, washed with brine, dried with MgSO4 and concentrated to yield 7.0 g of a tan solid. A 1.3 g sample was recrystallized from EtOAc to yield 0.65 g of a beige solid, m.p. 154°...